Dataset: the Open Reaction Database (ORD), a public repository of structured organic reaction records. Task: describe an organic reaction: reactants, conditions, products, and yield Starting materials: C(C)OC(C(CCC1=CC2=CC=CC=C2C=C1)=O)=O (ethyl-2-oxo-4-(2-naphthyl)-butyrate), N[C@@H](C)C(=O)N1[C@H](C(=O)O)CCC1 (L-alanyl-L-proline), C(#N)[BH3-].[Na+] (sodium cyanoborohydride). The product is C(C)OC(=O)C(CCC1=CC2=CC=CC=C2C=C1)N[C@@H](C)C(=O)N1[C@H](C(=O)O)CCC1 (N-[1-ethoxycarbonyl-3-(2-naphthyl)propyl]-L-alanyl-L-proline). As a reaction SMILES: [CH2:1]([O:3][C:4](=[O:19])[C:5](=O)[CH2:6][CH2:7][C:8]1[CH:17]=[CH:16][C:15]2[C:10](=[CH:11][CH:12]=[CH:13][CH:14]=2)[CH:9]=1)[CH3:2].[NH2:20][C@H:21]([C:23]([N:25]1[CH2:32][CH2:31][CH2:30][C@H:26]1[C:27]([OH:29])=[O:28])=[O:24])[CH3:22].C([BH3-])#N.[Na+]>>[CH2:1]([O:3][C:4]([CH:5]([NH:20][C@H:21]([C:23]([N:25]1[CH2:32][CH2:31][CH2:30][C@H:26]1[C:27]([OH:29])=[O:28])=[O:24])[CH3:22])[CH2:6][CH2:7][C:8]1[CH:17]=[CH:16][C:15]2[C:10](=[CH:11][CH:12]=[CH:13][CH:14]=2)[CH:9]=1)=[O:19])[CH3:2] |f:2.3|. Procedure details: In the manner described in Example 26, ethyl-2-oxo-4-(2-naphthyl)-butyrate and L-alanyl-L-proline are condensed in the presence of sodium cyanoborohydride to yield N-[1-ethoxycarbonyl-3-(2-naphthyl)propyl]-L-alanyl-L-proline. The mass spectrum shows a molecular ion at 426 and a peak at 408 (M-18, H2O). The nmr spectrum is consistent with the proposed structure. The elemental analysis indicates a hemihydrate.